From a dataset of the Open Reaction Database (ORD), a public repository of structured organic reaction records. describe an organic reaction: reactants, conditions, products, and yield Reactants: [F-].[NH4+] (ammonium fluoride), BrC1=CC(=CC=2C=C(C(OC21)C(F)(F)F)C(=O)OCC)Cl (ethyl 8-bromo-6-chloro-2-trifluoromethyl-2H-1-benzopyran-3-carboxylate), Tetrakis (triphenylphosphine)palladium(0), tributylethyenylstannane, C(C)OCC (Diethyl ether). Solvent: C1(=CC=CC=C1)C (toluene). Conditions: time 1 hour. Product: C(=C)OC(=O)C=1C(OC2=C(C1)C=C(C=C2C=C)Cl)C(F)(F)F (ethenyl-6-chloro-8-ethenyl-2-(trifluoromethyl)-2H-1-benzopyran-3-carboxylate). Yield: 45.0%. As a reaction SMILES: Br[C:2]1[C:11]2[O:10][CH:9]([C:12]([F:15])([F:14])[F:13])[C:8]([C:16]([O:18][CH2:19][CH3:20])=[O:17])=[CH:7][C:6]=2[CH:5]=[C:4]([Cl:21])[CH:3]=1.[F-].[NH4+].[CH2:24](OCC)[CH3:25]>C1(C)C=CC=CC=1>[CH:19]([O:18][C:16]([C:8]1[CH:9]([C:12]([F:15])([F:14])[F:13])[O:10][C:11]2[C:2]([CH:24]=[CH2:25])=[CH:3][C:4]([Cl:21])=[CH:5][C:6]=2[CH:7]=1)=[O:17])=[CH2:20] |f:1.2|. Procedure: In a 100 mL round bottomed flask under N2, ethyl 8-bromo-6-chloro-2-trifluoromethyl-2H-benzopyran-3-carboxylate (Example 74, Step 1)(2.21 g, 5.73 mmol) was dissolved in toluene (30 mL of anhydrous reagent). Tetrakis (triphenylphosphine)palladium(0) (0.132 g, 0.115 mmol) was added, followed by tributylethyenylstannane (2.0 g, 6.31 mmol). The resulting solution was heated to reflux for 5 hours. The reaction mixture was allowed to cool to room temperature, was poured into 50 mL of 20% ammonium fluo... The reactants are FC=1C=C(C=C(C1N1C[C@@H]2N(CC1)CCCC2)F)C(=O)C2=CC=CC=C2 ([3,5-difluoro-4-((R)-octahydropyrido[1,2-a]pyrazin-2-yl)phenyl]-[phenyl]methanone), FC1=CC=C(C(=O)C2=CC=CC=C2)C=C1 (4-fluorobenzophenone). The product is C1[C@@H]2N(CCN1C1=CC=C(C=C1)C(=O)C1=CC=CC=C1)CCCC2 ({[4-((R)-Octahydropyrido[1,2-a]pyrazin-2-yl)phenyl]}-{phenyl}methanone). As a reaction SMILES: F[C:2]1[CH:3]=[C:4]([C:19]([C:21]2[CH:26]=[CH:25][CH:24]=[CH:23][CH:22]=2)=[O:20])[CH:5]=[C:6](F)[C:7]=1[N:8]1[CH2:13][CH2:12][N:11]2[CH2:14][CH2:15][CH2:16][CH2:17][C@@H:10]2[CH2:9]1.FC1C=CC(C(C2C=CC=CC=2)=O)=CC=1>>[CH2:9]1[N:8]([C:7]2[CH:2]=[CH:3][C:4]([C:19]([C:21]3[CH:26]=[CH:25][CH:24]=[CH:23][CH:22]=3)=[O:20])=[CH:5][CH:6]=2)[CH2:13][CH2:12][N:11]2[CH2:14][CH2:15][CH2:16][CH2:17][C@H:10]12. Procedure: 180 mg of the title compound were prepared as described for [3,5-difluoro-4-((R)-octahydropyrido[1,2-a]pyrazin-2-yl)phenyl]-[phenyl]methanone, using 4-fluorobenzophenone instead of 3,4,5-trifluorobenzophenone. The reactants are CC#N, Cc1c(Cl)oc2c(N)nccc12, O=C1CCC(=O)N1I. Product: Cc1c(Cl)oc2c(N)ncc(I)c12. Reaction SMILES: [CH3:21][C:22]#[N:23].[Cl:1][c:2]1[c:3]([CH3:12])[c:4]2[c:5]([c:6]([NH2:10])[n:7][cH:8][cH:9]2)[o:11]1.[I:13][N:14]1[C:15](=[O:16])[CH2:17][CH2:18][C:19]1=[O:20]>>[Cl:1][c:2]1[c:3]([CH3:12])[c:4]2[c:5]([c:6]([NH2:10])[n:7][cH:8][c:9]2[I:13])[o:11]1. The reactants are O[C@@H]1CC2=C[C@@H]([C@H]3[C@@H]4[C@H]5[C@@H](C([C@@]4(C)CC[C@@H]3[C@]2(CC1)C)=O)C5)O (3β,7β-dihydroxy-15β,16β-methylene-5-androsten-17-one), N1C=NC=C1 (imidazole), C(C)(C)(C)[Si](Cl)(C)C (tert.-butyldimethylchlorosilane). Solvent: CN(C=O)C (dimethylformamide), CN(C=O)C (dimethylformamide). Run at temperature -20 celsius, time 2 hour. Product: C(C)(C)(C)[Si](O[C@@H]1CC2=C[C@@H]([C@H]3[C@@H]4[C@H]5[C@@H](C([C@@]4(C)CC[C@@H]3[C@]2(CC1)C)=O)C5)O)(C)C (3β-(tert.-butyldimethylsilyloxy)-7β-hydroxy-15β,16β-methylene-5-androsten-17-one). The yield is 78.9%. As a reaction SMILES: [OH:1][C@H:2]1[CH2:19][CH2:18][C@@:17]2([CH3:20])[C:4](=[CH:5][C@H:6]([OH:23])[C@@H:7]3[C@@H:16]2[CH2:15][CH2:14][C@@:12]2([CH3:13])[C@H:8]3[C@@H:9]3[CH2:22][C@@H:10]3[C:11]2=[O:21])[CH2:3]1.N1C=CN=C1.[C:29]([Si:33]([CH3:36])([CH3:35])Cl)([CH3:32])([CH3:31])[CH3:30]>CN(C)C=O>[C:29]([Si:33]([CH3:36])([CH3:35])[O:1][C@H:2]1[CH2:19][CH2:18][C@@:17]2([CH3:20])[C:4](=[CH:5][C@H:6]([OH:23])[C@@H:7]3[C@@H:16]2[CH2:15][CH2:14][C@@:12]2([CH3:13])[C@H:8]3[C@@H:9]3[CH2:22][C@@H:10]3[C:11]2=[O:21])[CH2:3]1)([CH3:32])([CH3:31])[CH3:30]. Procedure: A solution of 120 g of 3β,7β-dihydroxy-15β,16β-methylene-5-androsten-17-one in 1,000 ml of dimethylformamide is combined with 31 g of imidazole and cooled to -20° C. Within 2 hours, 63 g of tert.-butyldimethylchlorosilane in 450 ml of dimethylformamide is added dropwise to the reaction mixture, and the latter is agitated for another hour. The reaction product is precipitated with sodium-chloride-containing water, filtered off, washed with water, and dissolved in methylene chloride. The solution ... Starting materials: C#C[Si](C)(C)C, C#C[Si](C)(C)C, CCCCCC, CN(C)C=O, [Cl-], [Cl-], [Cl-], CCCC1CCC(c2ccc(OS(=O)(=O)C(F)(F)F)cc2)CC1, [Li+], [Li]CCCC, C1CCOC1, O, [Zn+2], [Zn]. Product: CCCC1CCC(c2ccc(C#C[Si](C)(C)C)cc2)CC1. Reaction SMILES: [C:56]([Si:57]([CH3:58])([CH3:59])[CH3:60])#[CH:61].[C:6](#[CH:7])[Si:8]([CH3:9])([CH3:10])[CH3:11].[CH3:37][CH2:38][CH2:39][CH2:40][CH2:41][CH3:42].[CH3:48][N:49]([CH3:50])[CH:51]=[O:52].[Cl-:36].[Cl-:53].[Cl-:55].[F:12][C:13]([S:14]([O:15][c:20]1[cH:21][cH:22][c:23]([CH:26]2[CH2:27][CH2:28][CH:29]([CH2:32][CH2:33][CH3:34])[CH2:30][CH2:31]2)[cH:24][cH:25]1)(=[O:16])=[O:17])([F:18])[F:19].[Li+:35].[Li:1][CH2:2][CH2:3][CH2:4][CH3:5].[O:43]1[CH2:44][CH2:45][CH2:46][CH2:47]1.[OH2:63].[Zn+2:54].[Zn:62]>>[C:6](#[C:7][c:20]1[cH:21][cH:22][c:23]([CH:26]2[CH2:27][CH2:28][CH:29]([CH2:32][CH2:33][CH3:34])[CH2:30][CH2:31]2)[cH:24][cH:25]1)[Si:8]([CH3:9])([CH3:10])[CH3:11]. Starting materials: C1(=CC=CC=C1)P(C1=C(C2=CC=CC=C2C=C1)C1=C(C=CC2=CC=CC=C12)P(C1=CC=CC=C1)C1=CC=CC=C1)C1=CC=CC=C1 (2,2′-bis-(diphenylphosphino)-1,1′-binaphtyl), C([O-])([O-])=O.[Cs+].[Cs+] (cesium carbonate), COC(=O)C=1SC(=CC1)C(N[C@H](C)C1=CC=C(C=C1)Br)=O ((R)-5-[1-(4-Bromo-phenyl)-ethylcarbamoyl]-thiophene-2-carboxylic acid methyl ester), N1CCOCC1 (morpholine). The reagents and catalysts are C(C)(=O)[O-].[Pd+2].C(C)(=O)[O-] (palladium(II) acetate). The solvent is C1(=CC=CC=C1)C (toluene). Reaction conditions: temperature 160 celsius. Yields the product COC(=O)C=1SC(=CC1)C(N[C@H](C)C1=CC=C(C=C1)N1CCOCC1)=O ((R)-5-[1-(4-Morpholin-4-yl-phenyl)-ethylcarbamoyl]-thiophene-2-carboxylic acid methyl ester). Isolated yield 7.7%. As a reaction SMILES: C1(P(C2C=CC=CC=2)C2C=CC3C(=CC=CC=3)C=2C2C3C(=CC=CC=3)C=CC=2P(C2C=CC=CC=2)C2C=CC=CC=2)C=CC=CC=1.C(=O)([O-])[O-].[Cs+].[Cs+].[CH3:53][O:54][C:55]([C:57]1[S:58][C:59]([C:62](=[O:73])[NH:63][C@@H:64]([C:66]2[CH:71]=[CH:70][C:69](Br)=[CH:68][CH:67]=2)[CH3:65])=[CH:60][CH:61]=1)=[O:56].[NH:74]1[CH2:79][CH2:78][O:77][CH2:76][CH2:75]1>C1(C)C=CC=CC=1.C([O-])(=O)C.[Pd+2].C([O-])(=O)C>[CH3:53][O:54][C:55]([C:57]1[S:58][C:59]([C:62](=[O:73])[NH:63][C@@H:64]([C:66]2[CH:71]=[CH:70][C:69]([N:74]3[CH2:79][CH2:78][O:77][CH2:76][CH2:75]3)=[CH:68][CH:67]=2)[CH3:65])=[CH:60][CH:61]=1)=[O:56] |f:1.2.3,7.8.9|. Procedure details: To a suspension of 1.0 mg (0.0045 mmol) palladium(II) acetate, 4.06 mg (0.0065 mmol) 2,2′-bis-(diphenylphosphino)-1,1′-binaphtyl (BINAP) and 125 mg (0.384 mmol) cesium carbonate in 1 ml dry toluene, 100 mg (0.272 mmol) (R)-5-[1-(4-Bromo-phenyl)-ethylcarbamoyl]-thiophene-2-carboxylic acid methyl ester (see example 1, step 1) and 30.0 mg (0.344 mmol) morpholine were added under an argon atmosphere. The mixture was heated in the microwave oven (Emrys Optimizer) at 160° C. for 15 min. After cooling ... Reactants: [BH4-], CCO, NCCc1cccc(OCc2cccc(F)c2)c1, [Na+], O=Cc1ccco1. Product: Fc1cccc(COc2cccc(CCNCc3ccco3)c2)c1. As a reaction SMILES: [BH4-:26].[CH3:28][CH2:29][OH:30].[F:8][c:9]1[cH:10][c:11]([CH2:12][O:13][c:14]2[cH:15][c:16]([CH2:20][CH2:21][NH2:22])[cH:17][cH:18][cH:19]2)[cH:23][cH:24][cH:25]1.[Na+:27].[o:1]1[c:2]([CH:6]=[O:7])[cH:3][cH:4][cH:5]1>>[o:1]1[c:2]([CH2:6][NH:22][CH2:21][CH2:20][c:16]2[cH:15][c:14]([O:13][CH2:12][c:11]3[cH:10][c:9]([F:8])[cH:25][cH:24][cH:23]3)[cH:19][cH:18][cH:17]2)[cH:3][cH:4][cH:5]1.